Dataset: the Open Reaction Database (ORD), a public repository of structured organic reaction records. Task: describe an organic reaction: reactants, conditions, products, and yield Reactants: C(C1=CC=CC=C1)OC=1C(CC(=NC1)C=C)=O (5-benzyloxy-2-vinyl-4-pyridone), N1CCCC1 (pyrrolidine). The solvent is O1CCCC1 (tetrahydrofuran), C(C)(C)OC(C)C (diisopropyl ether). Product: C(C1=CC=CC=C1)OC=1C(CC(=NC1)CCN1CCCC1)=O (5-benzyloxy-2-[2-(1-pyrrolidinyl)ethyl]4-pyridone). Reaction SMILES: [CH2:1]([O:8][C:9]1[C:10](=[O:17])[CH2:11][C:12]([CH:15]=[CH2:16])=[N:13][CH:14]=1)[C:2]1[CH:7]=[CH:6][CH:5]=[CH:4][CH:3]=1.[NH:18]1[CH2:22][CH2:21][CH2:20][CH2:19]1>O1CCCC1.C(OC(C)C)(C)C>[CH2:1]([O:8][C:9]1[C:10](=[O:17])[CH2:11][C:12]([CH2:15][CH2:16][N:18]2[CH2:22][CH2:21][CH2:20][CH2:19]2)=[N:13][CH:14]=1)[C:2]1[CH:3]=[CH:4][CH:5]=[CH:6][CH:7]=1. Procedure: A mixture of 5-benzyloxy-2-vinyl-4-pyridone (2.90 g) and pyrrolidine (5.33 ml) was heated and refluxed for an hour. The mixture was cooled and diluted with tetrahydrofuran (20 ml) and diisopropyl ether (80 ml). After being stirred for an hour at ambient temperature, the resulting precipitate was collected by filtration, washed with diisopropyl ether and air-dried at ambient temperature to give 5-benzyloxy-2-[2-(1-pyrrolidinyl)ethyl]4-pyridone (3.79 g). Reactants: CC(C)(C)[Si](C)(C)OCC(=C(COC(=O)OCCCCBr)c1ccc(S(C)(=O)=O)cc1)c1ccccc1, CC#N, Cc1ccccc1. The product is CS(=O)(=O)c1ccc(C(COC(=O)OCCCCBr)=C(CO)c2ccccc2)cc1. RXN SMILES: [C:1]([O:2][CH2:3][CH2:4][CH2:5][CH2:6][Br:7])([O:8][CH2:9][C:10](=[C:11]([CH2:12][O:13][Si:14]([C:15]([CH3:16])([CH3:17])[CH3:18])([CH3:19])[CH3:20])[c:21]1[cH:22][cH:23][cH:24][cH:25][cH:26]1)[c:27]1[cH:28][cH:29][c:30]([S:33](=[O:34])(=[O:35])[CH3:36])[cH:31][cH:32]1)=[O:37].[CH3:38][C:39]#[N:40].[CH3:41][c:42]1[cH:43][cH:44][cH:45][cH:46][cH:47]1>>[C:1]([O:2][CH2:3][CH2:4][CH2:5][CH2:6][Br:7])([O:8][CH2:9][C:10](=[C:11]([CH2:12][OH:13])[c:21]1[cH:22][cH:23][cH:24][cH:25][cH:26]1)[c:27]1[cH:28][cH:29][c:30]([S:33](=[O:34])(=[O:35])[CH3:36])[cH:31][cH:32]1)=[O:37].